From a dataset of the Open Reaction Database (ORD), a public repository of structured organic reaction records. describe an organic reaction: reactants, conditions, products, and yield Starting materials: C1CCOC1, C[Si](C)(C)C#Cc1ccc(N2CCN(S(C)(=O)=O)CC2)cc1, C[Si](C)(C)[N-][Si](C)(C)C, C[Si](C)(C)Cl, [Li+], NO, CC(CC=O)c1ccccc1. Yields the product CC(CC(CS(=O)(=O)N1CCN(c2ccc(C#C[Si](C)(C)C)cc2)CC1)NO)c1ccccc1. As a reaction SMILES: [CH2:51]1[O:52][CH2:53][CH2:54][CH2:55]1.[CH3:1][S:2](=[O:3])(=[O:4])[N:5]1[CH2:6][CH2:7][N:8]([c:11]2[cH:12][cH:13][c:14]([C:17]#[C:18][Si:19]([CH3:20])([CH3:21])[CH3:22])[cH:15][cH:16]2)[CH2:9][CH2:10]1.[CH3:24][Si:25]([N-:26][Si:27]([CH3:28])([CH3:29])[CH3:30])([CH3:31])[CH3:32].[Cl:33][Si:34]([CH3:35])([CH3:36])[CH3:37].[Li+:23].[NH2:49][OH:50].[c:38]1([CH:44]([CH2:45][CH:46]=[O:47])[CH3:48])[cH:39][cH:40][cH:41][cH:42][cH:43]1>>[CH2:1]([S:2](=[O:3])(=[O:4])[N:5]1[CH2:6][CH2:7][N:8]([c:11]2[cH:12][cH:13][c:14]([C:17]#[C:18][Si:19]([CH3:20])([CH3:21])[CH3:22])[cH:15][cH:16]2)[CH2:9][CH2:10]1)[CH:46]([CH2:45][CH:44]([c:38]1[cH:39][cH:40][cH:41][cH:42][cH:43]1)[CH3:48])[NH:49][OH:50]. Reactants: CC#N, CCN(C(C)C)C(C)C, Cc1ccc(N2CCc3ncnc(Cl)c3C2)c(C#N)c1, CC(N)c1ccc2c(c1)OCO2. Product: Cc1ccc(N2CCc3ncnc(NC(C)c4ccc5c(c4)OCO5)c3C2)c(C#N)c1. As a reaction SMILES: [CH3:33][C:34]#[N:35].[CH:36]([N:37]([CH2:38][CH3:39])[CH:40]([CH3:41])[CH3:42])([CH3:43])[CH3:44].[Cl:1][c:2]1[c:3]2[c:4]([n:5][cH:6][n:7]1)[CH2:8][CH2:9][N:10]([c:12]1[c:13]([C:14]#[N:15])[cH:16][c:17]([CH3:20])[cH:18][cH:19]1)[CH2:11]2.[O:21]1[CH2:22][O:23][c:24]2[c:25]1[cH:26][cH:27][c:28]([CH:30]([CH3:31])[NH2:32])[cH:29]2>>[c:2]1([NH:32][CH:30]([c:28]2[cH:27][cH:26][c:25]3[c:24]([cH:29]2)[O:23][CH2:22][O:21]3)[CH3:31])[c:3]2[c:4]([n:5][cH:6][n:7]1)[CH2:8][CH2:9][N:10]([c:12]1[c:13]([C:14]#[N:15])[cH:16][c:17]([CH3:20])[cH:18][cH:19]1)[CH2:11]2. The reactants are N[C@@H](CC1=CNC=N1)CO ((S)-histidinol), Br (HBr), crude product. Solvent: C(C)O (ethanol), C(C)(=O)O (acetic acid). Conditions: temperature 110 celsius. Product: BrC[C@H](CC=1NC=NC1)N ((S)-1-bromomethyl-2-(3H-imidazol-4-yl)-ethylamine). Reaction SMILES: [NH2:1][C@H:2]([CH2:9]O)[CH2:3][C:4]1[N:8]=[CH:7][NH:6][CH:5]=1.[BrH:11]>C(O)(=O)C.C(O)C>[Br:11][CH2:9][C@@H:2]([NH2:1])[CH2:3][C:4]1[NH:8][CH:7]=[N:6][CH:5]=1. Reported procedure: 900 mg (S)-histidinol (×2HCl) are dissolved in 20 mL HBr in acetic acid (32%) and heated to 110° C. in the microwave for 6 h. The solvent is eliminated in vacuo, the residue is dissolved in ethanol and again freed from the solvent in vacuo. This crude product is used in the next reaction step without further purification. Reactants: COc1cc2ccccc2cc1NC(=O)N1CCN(c2cc(C)cc(C)c2)CC1, CI, CN(C)C=O, [H-], [Na+]. Product: COc1cc2ccccc2cc1N(C)C(=O)N1CCN(c2cc(C)cc(C)c2)CC1. As a reaction SMILES: [CH3:1][O:2][c:3]1[cH:4][c:5]2[cH:6][cH:7][cH:8][cH:9][c:10]2[cH:11][c:12]1[NH:13][C:14](=[O:15])[N:16]1[CH2:17][CH2:18][N:19]([c:22]2[cH:23][c:24]([CH3:29])[cH:25][c:26]([CH3:28])[cH:27]2)[CH2:20][CH2:21]1.[CH3:32][I:33].[CH3:34][N:35]([CH3:36])[CH:37]=[O:38].[H-:30].[Na+:31]>>[CH3:1][O:2][c:3]1[cH:4][c:5]2[cH:6][cH:7][cH:8][cH:9][c:10]2[cH:11][c:12]1[N:13]([C:14](=[O:15])[N:16]1[CH2:17][CH2:18][N:19]([c:22]2[cH:23][c:24]([CH3:29])[cH:25][c:26]([CH3:28])[cH:27]2)[CH2:20][CH2:21]1)[CH3:32]. The reactants are COC(=O)C(CC(C)C)Sc1nnc(-c2ccccc2)[nH]1, CO, Cl, C1CCOC1, O. The product is CC(C)CC(Sc1nnc(-c2ccccc2)[nH]1)C(=O)O. RXN SMILES: [CH3:1][CH:2]([CH2:3][CH:4]([C:5](=[O:6])[O:7][CH3:8])[S:9][c:10]1[n:11][n:12][c:13](-[c:15]2[cH:16][cH:17][cH:18][cH:19][cH:20]2)[nH:14]1)[CH3:21].[CH3:22][OH:23].[ClH:30].[O:24]1[CH2:25][CH2:26][CH2:27][CH2:28]1.[OH2:29]>>[CH3:1][CH:2]([CH2:3][CH:4]([C:5](=[O:6])[OH:7])[S:9][c:10]1[n:11][n:12][c:13](-[c:15]2[cH:16][cH:17][cH:18][cH:19][cH:20]2)[nH:14]1)[CH3:21]. Starting materials: ClCCl, CS(=O)(=O)c1ccc2c(C(=O)c3ccc(F)cc3)c(O)ccc2c1, O=S(=O)(OS(=O)(=O)C(F)(F)F)C(F)(F)F, [Na+], O=S(=O)([O-])O, c1ccncc1. The product is CS(=O)(=O)c1ccc2c(C(=O)c3ccc(F)cc3)c(OS(=O)(=O)C(F)(F)F)ccc2c1. Reaction SMILES: [CH2:52]([Cl:53])[Cl:54].[F:22][c:23]1[cH:24][cH:25][c:26]([C:27](=[O:28])[c:29]2[c:30]3[cH:31][cH:32][c:33]([S:40](=[O:41])(=[O:42])[CH3:43])[cH:34][c:35]3[cH:36][cH:37][c:38]2[OH:39])[cH:44][cH:45]1.[F:7][C:8]([S:9](=[O:10])(=[O:11])[O:14][S:15](=[O:16])(=[O:17])[C:18]([F:19])([F:20])[F:21])([F:12])[F:13].[Na+:51].[S:46](=[O:47])(=[O:48])([OH:49])[O-:50].[cH:1]1[cH:2][cH:3][n:4][cH:5][cH:6]1>>[O:14]([S:15](=[O:16])(=[O:17])[C:18]([F:19])([F:20])[F:21])[c:38]1[c:29]([C:27]([c:26]2[cH:25][cH:24][c:23]([F:22])[cH:45][cH:44]2)=[O:28])[c:30]2[cH:31][cH:32][c:33]([S:40](=[O:41])(=[O:42])[CH3:43])[cH:34][c:35]2[cH:36][cH:37]1. Reactants: NC1=CC(N(C2=NC(=C(C=C12)C1=CC=C(C=C1)Cl)C1=C(C=C(C=C1)Cl)Cl)C)=O (4-Amino-6-(4-chlorophenyl)-7-(2,4-dichlorophenyl)-1-methyl-1,8-naphthyridin-2(1H)-one), C(C)(=O)OC(C)=O (acetic anhydride), imide. Reagents/catalysts: CN(C)C=1C=CN=CC1 (DMAP). The solvent is N1=CC=CC=C1 (pyridine). Run at temperature 85 celsius. Yields the product ClC1=CC=C(C=C1)C=1C=C2C(=CC(N(C2=NC1C1=C(C=C(C=C1)Cl)Cl)C)=O)NC(C)=O (N-[6-(4-Chlorophenyl)-7-(2,4-dichlorophenyl)-1-methyl-2-oxo-1,2-dihydro-1,8-naphthyridin-4-yl]acetamide). Reaction SMILES: [NH2:1][C:2]1[C:11]2[C:6](=[N:7][C:8]([C:19]3[CH:24]=[CH:23][C:22]([Cl:25])=[CH:21][C:20]=3[Cl:26])=[C:9]([C:12]3[CH:17]=[CH:16][C:15]([Cl:18])=[CH:14][CH:13]=3)[CH:10]=2)[N:5]([CH3:27])[C:4](=[O:28])[CH:3]=1.[C:29](OC(=O)C)(=[O:31])[CH3:30]>CN(C1C=CN=CC=1)C.N1C=CC=CC=1>[Cl:18][C:15]1[CH:14]=[CH:13][C:12]([C:9]2[CH:10]=[C:11]3[C:6](=[N:7][C:8]=2[C:19]2[CH:24]=[CH:23][C:22]([Cl:25])=[CH:21][C:20]=2[Cl:26])[N:5]([CH3:27])[C:4](=[O:28])[CH:3]=[C:2]3[NH:1][C:29](=[O:31])[CH3:30])=[CH:17][CH:16]=1. Reported procedure: The product of Example 4 (18 mg) was combined with pyridine (2 mL), acetic anhydride (0.2 mL), and DMAP (5 mg). The reaction was heated to 85° C. for 1 hr at which point LC/MS indicated significant imide formation. The reaction was concentrated and redissolved in 1,4-dioxane before adding aqueous 1 M NaOH (1 mL). After 15 hours at room temperature the reaction was diluted with EtOAc and washed with brine before drying (Na2SO4). The concentrated residue was purified by preparative TLC (silica gel...